Dataset: the Open Reaction Database (ORD), a public repository of structured organic reaction records. Task: describe an organic reaction: reactants, conditions, products, and yield The reactants are CO, CCCCCCC(=O)O, FB(F)F, O. The product is C=C(CCCCC)C(=O)O. RXN SMILES: [CH3:10][OH:11].[CH3:1][CH2:2][CH2:3][CH2:4][CH2:5][CH2:6][C:7]([OH:8])=[O:9].[F:12][B:13]([F:14])[F:15].[OH2:16]>>[CH3:1][CH2:2][CH2:3][CH2:4][CH2:5][C:6]([C:7]([OH:8])=[O:9])=[CH2:10]. Starting materials: FC=1C=C(C=C(C1)F)C[C@@H]([C@@H]1OC1)NC(OC(C)(C)C)=O (tert-Butyl (1S)-2-(3,5-difluorophenyl)-1-[(2S)-oxiranyl]ethylcarbamate), C(CC)N(C(=O)C=1C=C(C(=O)O)C=C(C1)CC)CCC (3-[(Dipropylamino)carbonyl]-5-ethylbenzoic acid), [C@@H]1(CCCC2=CC=CC=C12)N ((1S)-1,2,3,4-tetrahydro-1-naphthalenylamine), 5-Me-PHTH. Yields the product FC=1C=C(C[C@@H]([C@@H](CN[C@H]2CCCC3=CC=CC=C23)O)NC(C2=CC(C(=O)N(CCC)CCC)=CC(=C2)C)=O)C=C(C1)F (N1-{(1S,2R)-1-(3,5-difluorobenzyl)-2-hydroxy-3-[(1S)-1,2,3,4-tetrahydro-1-naphthalenylamino]propyl}-5-methyl-N3,N3-dipropylisophthalamide). RXN SMILES: [F:1][C:2]1[CH:3]=[C:4]([CH2:9][C@H:10]([NH:14][C:15](=[O:21])OC(C)(C)C)[C@H:11]2[CH2:13][O:12]2)[CH:5]=[C:6]([F:8])[CH:7]=1.[C@@H:22]1([NH2:32])[C:31]2[C:26](=[CH:27][CH:28]=[CH:29][CH:30]=2)[CH2:25][CH2:24][CH2:23]1.[CH2:33]([N:36]([CH2:50][CH2:51][CH3:52])[C:37]([C:39]1[CH:40]=[C:41]([CH:45]=[C:46]([CH2:48]C)[CH:47]=1)C(O)=O)=[O:38])[CH2:34][CH3:35]>>[F:8][C:6]1[CH:5]=[C:4]([CH:3]=[C:2]([F:1])[CH:7]=1)[CH2:9][C@H:10]([NH:14][C:15](=[O:21])[C:41]1[CH:45]=[C:46]([CH3:48])[CH:47]=[C:39]([C:37]([N:36]([CH2:33][CH2:34][CH3:35])[CH2:50][CH2:51][CH3:52])=[O:38])[CH:40]=1)[C@H:11]([OH:12])[CH2:13][NH:32][C@@H:22]1[C:31]2[C:26](=[CH:27][CH:28]=[CH:29][CH:30]=2)[CH2:25][CH2:24][CH2:23]1. Reported procedure: Following the general procedure of EXAMPLEs 4, 5 and 6 and making non-critical variations but using tert-butyl (1S)-2-(3,5-difluorophenyl)-1-[(2S)-oxiranyl]ethylcarbamate (V, EXAMPLE 3), (1S)-1,2,3,4-tetrahydro-1-naphthalenylamine (VI) and “5-Me-PHTH” (IX), the title compound is obtained, MH+=592. Starting materials: C(C)OC(CC(CCC)(C)SCC1=CC=CC=C1)=O ((rac)-3-benzylsulfanyl-3-methyl-hexanoic Acid Ethyl Ester), [H-].[H-].[H-].[H-].[Li+].[Al+3] (LiAlH4), [NH4+].[Cl-] (NH4Cl). Solvent: CCOCC (Et2O). Reaction conditions: time 1 hour. The product is C(C1=CC=CC=C1)SC(CCO)(CCC)C ((rac)-3-benzylsulfanyl-3-methyl-hexan-1-ol). Isolated yield 95.1%. RXN SMILES: [H-].[H-].[H-].[H-].[Li+].[Al+3].C([O:9][C:10](=O)[CH2:11][C:12]([S:17][CH2:18][C:19]1[CH:24]=[CH:23][CH:22]=[CH:21][CH:20]=1)([CH3:16])[CH2:13][CH2:14][CH3:15])C.[NH4+].[Cl-]>CCOCC>[CH2:18]([S:17][C:12]([CH3:16])([CH2:13][CH2:14][CH3:15])[CH2:11][CH2:10][OH:9])[C:19]1[CH:24]=[CH:23][CH:22]=[CH:21][CH:20]=1 |f:0.1.2.3.4.5,7.8|. Reported procedure: At a temperature of 0° C. to a suspension of 6.8 g (0.18 mol) of LiAlH4 in 200 ml of Et2O was slowly added 50.0 g (0.18 mol) of (rac)-3-benzylsulfanyl-3-methyl-hexanoic acid ethyl ester of step (b) under stirring such that the temperature did not exceed 10° C. Stirring was continued for 1 h and under cooling acetone and then 400 ml of a saturated NH4Cl solution was slowly added. The reaction mixture was extracted three times with 200 ml of Et2O, the combined organic layers were dried over Na2SO4... The reactants are mixture, [N+](=O)([O-])C1=CC=C(C=C1)NC=1SC=CN1 ((4-nitro-phenyl)-thiazol-2-yl-amine), [N+](=O)([O-])C1=CC=C(C=C1)N(C=1SC=CN1)C1=CC=C(C=C1)[N+](=O)[O-] (bis-(4-nitrophenyl)-thiazol-2-yl amine). The reagents and catalysts are [Zn] (Zinc). Run in C(C)(=O)O (acetic acid). Reaction conditions: temperature 67.5 celsius. Product: S1C(=NC=C1)NC1=CC=C(C=C1)N (N-thiazol-2-yl-benzene-1,4-diamine). Yield: 21.7%. Reaction SMILES: [N+:1]([C:4]1[CH:9]=[CH:8][C:7]([NH:10][C:11]2[S:12][CH:13]=[CH:14][N:15]=2)=[CH:6][CH:5]=1)([O-])=O.[N+](C1C=CC(N(C2C=CC([N+]([O-])=O)=CC=2)C2SC=CN=2)=CC=1)([O-])=O>C(O)(=O)C.[Zn]>[S:12]1[CH:13]=[CH:14][N:15]=[C:11]1[NH:10][C:7]1[CH:6]=[CH:5][C:4]([NH2:1])=[CH:9][CH:8]=1. Reported procedure: Zinc powder (1.2 g, 18.46 mmol) was added to a solution of 400 mg of a mixture of (4-nitro-phenyl)-thiazol-2-yl-amine and bis-(4-nitrophenyl)-thiazol-2-yl amine in acetic acid (8 ml) and then heated at 65-70° C. for 2 hr. The reaction mixture was concentrated under reduced pressure and diluted with ethyl acetate. The organic layer was washed with dilute sodium hydroxide solution, then water, brine and dried. Evaporation yielded a crude mixture which was chromatographed over silica gel using 1% m...